Dataset: the Open Reaction Database (ORD), a public repository of structured organic reaction records. Task: describe an organic reaction: reactants, conditions, products, and yield Procedure: By condensation of 3-dimethylamino-1-(2,4-dimethyl-thiazol-5-yl)-propenone and N-(4-methanesulfonyl-phenyl)-guanidine nitrate. Yellow solid. Anal. RP-HPLC: tR=16.6 min (0-60% MeCN, purity >97%). 1H-NMR (DMSO-d6) δ: 2.65 (s, 3H, CH3), 2.66 (s, 3H, CH3), 3.15 (s, 3H, CH3), 7.22 (d, 1H, J=5.5 Hz, pyrimidinyl-H), 7.84 (d, 2H, J=9.0 Hz, Ph-H), 8.03 (d, 2H, J=9.0 Hz, Ph-H), 8.61 (d, 1H, J=5.5 Hz, pyrimidinyl-H), 10.23 (sbr, 1H, NH). MS (ESI+) m/z 361.17 [M+H]+ (C16H16N4O2S2 requires 361.46). As a reaction SMILES: [CH3:1][C:2]1[N:6]=[C:5]([CH3:7])[S:4][C:3]=1/[CH:8]=[CH:9]/[C:10](N(C)C)=O.[N+]([O-])(O)=O.[CH3:19][S:20]([C:23]1[CH:28]=[CH:27][C:26]([NH:29][C:30]([NH2:32])=[NH:31])=[CH:25][CH:24]=1)(=[O:22])=[O:21]>CC#N>[CH3:7][C:5]1[S:4][C:3]([C:8]2[CH:9]=[CH:10][N:32]=[C:30]([NH:29][C:26]3[CH:25]=[CH:24][C:23]([S:20]([CH3:19])(=[O:21])=[O:22])=[CH:28][CH:27]=3)[N:31]=2)=[C:2]([CH3:1])[N:6]=1 |f:1.2|. Product: CC=1SC(=C(N1)C)C1=NC(=NC=C1)NC1=CC=C(C=C1)S(=O)(=O)C ([4-(2,4-Dimethyl-thiazol-5-yl)-pyrimidin-2-yl]-(4-methanesulfonyl-phenyl)-amine). Run in CC#N (MeCN). The reactants are CC1=C(SC(=N1)C)/C=C/C(=O)N(C)C (3-dimethylamino-1-(2,4-dimethyl-thiazol-5-yl)-propenone), [N+](=O)(O)[O-].CS(=O)(=O)C1=CC=C(C=C1)NC(=N)N (N-(4-methanesulfonyl-phenyl)-guanidine nitrate).